The task is: describe an organic reaction: reactants, conditions, products, and yield. This data is from the Open Reaction Database (ORD), a public repository of structured organic reaction records. Starting materials: CO, CN, CO, COC(=O)COc1cccc(CCNC(=O)C=Cc2cccnc2)c1. The product is CNC(=O)COc1cccc(CCNC(=O)C=Cc2cccnc2)c1. As a reaction SMILES: [CH3:26][OH:27].[CH3:28][NH2:29].[CH3:30][OH:31].[n:1]1[cH:2][c:3]([CH:7]=[CH:8][C:9](=[O:10])[NH:11][CH2:12][CH2:13][c:14]2[cH:15][c:16]([O:17][CH2:18][C:19]([O:21][CH3:20])=[O:22])[cH:23][cH:24][cH:25]2)[cH:4][cH:5][cH:6]1>>[n:1]1[cH:2][c:3]([CH:7]=[CH:8][C:9](=[O:10])[NH:11][CH2:12][CH2:13][c:14]2[cH:15][c:16]([O:17][CH2:18][C:19](=[O:21])[NH:29][CH3:28])[cH:23][cH:24][cH:25]2)[cH:4][cH:5][cH:6]1.